This data is from the Open Reaction Database (ORD), a public repository of structured organic reaction records. The task is: describe an organic reaction: reactants, conditions, products, and yield Starting materials: COC=1C=C(C=CC1)CCC(=O)Cl (3-methoxyphenylpropionylchloride), FC1=CC=C(N)C=C1 (4-fluoroaniline). Product: FC1=CC=C(C=C1)NC(CCC1=CC(=CC=C1)OC)=O (N-(4-fluorophenyl)-3-(3-methoxyphenyl)propanamide). The yield is 97.2%. Reaction SMILES: [CH3:1][O:2][C:3]1[CH:4]=[C:5]([CH2:9][CH2:10][C:11](Cl)=[O:12])[CH:6]=[CH:7][CH:8]=1.[F:14][C:15]1[CH:21]=[CH:20][C:18]([NH2:19])=[CH:17][CH:16]=1>>[F:14][C:15]1[CH:21]=[CH:20][C:18]([NH:19][C:11](=[O:12])[CH2:10][CH2:9][C:5]2[CH:6]=[CH:7][CH:8]=[C:3]([O:2][CH3:1])[CH:4]=2)=[CH:17][CH:16]=1. Reported procedure: The title compound was prepared as described in Example 1. A, using 3-methoxyphenylpropionylchloride (6.62 g, 33.3 mmol) and 4-fluoroaniline (3.70 g, 33.3 mmol) to afford N-(4-fluorophenyl)-3-(3-methoxyphenyl)propanamide (8.85 g, 97% yield): ES-MS (m/z) 273. Reactants: ClC1=CC=C(C=N1)CN(C1=C(CSC1)C(=O)OC)C(CC(=O)OC)=O (Methyl 4-[[(6-chloropyridin-3-yl)methyl](3-methoxy-3-oxopropanoyl)amino]-2,5-dihydrothiophene-3-carboxylate), C[O-].[Na+] (sodiummethoxide). Solvent: CO (MeOH). Yields the product ClC1=CC=C(C=N1)CN1C2=C(C(=C(C1=O)C(=O)OC)O)CSC2 (Methyl 1-[(6-chloropyridin-3-yl)methyl]-4-hydroxy-2-oxo-1,2,5,7-tetrahydrothieno[3,4-b]pyridine-3-carboxylate). Reaction SMILES: [Cl:1][C:2]1[N:7]=[CH:6][C:5]([CH2:8][N:9]([C:19](=[O:25])[CH2:20][C:21]([O:23][CH3:24])=[O:22])[C:10]2[CH2:14][S:13][CH2:12][C:11]=2[C:15]([O:17]C)=O)=[CH:4][CH:3]=1.C[O-].[Na+]>CO>[Cl:1][C:2]1[N:7]=[CH:6][C:5]([CH2:8][N:9]2[C:19](=[O:25])[C:20]([C:21]([O:23][CH3:24])=[O:22])=[C:15]([OH:17])[C:11]3[CH2:12][S:13][CH2:14][C:10]2=3)=[CH:4][CH:3]=1 |f:1.2|. Procedure: To the product of Step A (6.645 g, 17.3 mol) in MeOH (60 mL) was added sodiummethoxide (5.92 mL, 25.9 mmol, 25 wt %) at rt. After 20 min the reaction was concentrated and then diluted with EtOAc and washed with aq HCl (2M) and then water providing the unpurified title compound (RE-2) which was used directly in Reference Example 3. HPLC/MS: 353.0 (M+1); Rt=2.68 min. Starting materials: Brc1cccnc1 (bromide 22), Nc1ccccc1 (aniline S2). The reagents and catalysts are C1CCC2=NCCCN2CC1 (DBU 24), CS(=O)(=O)O[Pd]1(<-P(C2=CC=CC=C2)(C2=CC=CC=C2)C2=C(C3=C(P(C4=CC=CC=C4)C4=CC=CC=C4)C=CC4=C3C=CC=C4)C3=C(C=CC=C3)C=C2)<-NC2=C(C=CC=C2)C2=CC=CC=C21 (BINAP Pd G3 30). Solvent: CS(C)=O (DMSO), CS(C)=O (DMSO), CS(C)=O (DMSO), CS(C)=O (DMSO). Reaction conditions: time 22 hour. Yields the product c1ccc(Nc2cccnc2)cc1, Brc1cccnc1, Nc1ccccc1, c1ccc(-c2ccccc2)cc1 (biphenyl). Procedure details: The Mosquito was used to combine the source plate solutions by multi-aspiration of 250 nL of each of the four reaction components and then to dose the resulting reaction mixture (1 uL) into a 1536-well plate The reactants are CCOC(=O)C1=C(C)NC(C=O)=C(C(=O)OCC)C1c1ccccc1C(F)(F)F, CCCCCC, CCO, Cl, NO, [Na+], [Na+], O=C([O-])[O-], O. Yields the product CCOC(=O)C1=C(C)NC(CC=NO)=C(C(=O)OCC)C1c1ccccc1C(F)(F)F. Reaction SMILES: [CH3:1][C:2]1=[C:7]([C:8](=[O:9])[O:10][CH2:11][CH3:12])[CH:6]([c:13]2[c:14]([C:19]([F:20])([F:21])[F:22])[cH:15][cH:16][cH:17][cH:18]2)[C:5]([C:23](=[O:24])[O:25][CH2:26][CH3:27])=[C:4]([CH:28]=[O:29])[NH:3]1.[CH3:39][CH2:40][CH2:41][CH2:42][CH2:43][CH3:44].[CH3:45][CH2:46][OH:47].[ClH:30].[NH2:31][OH:32].[Na+:33].[Na+:34].[O-:35][C:36](=[O:37])[O-:38].[OH2:48]>>[CH3:1][C:2]1=[C:7]([C:8](=[O:9])[O:10][CH2:11][CH3:12])[CH:6]([c:13]2[c:14]([C:19]([F:20])([F:21])[F:22])[cH:15][cH:16][cH:17][cH:18]2)[C:5]([C:23](=[O:24])[O:25][CH2:26][CH3:27])=[C:4]([CH2:28][CH:36]=[N:31][OH:32])[NH:3]1. Starting materials: CON(C)C(=O)C1CCC(NC(=O)OC(C)(C)C)CC1, C1CCOC1, [Li]CCCC, O, c1ccc2scnc2c1. The product is CC(C)(C)OC(=O)NC1CCC(C(=O)c2nc3ccccc3s2)CC1. RXN SMILES: [C:15]([CH3:16])([CH3:17])([CH3:18])[O:19][C:20]([NH:21][CH:22]1[CH2:23][CH2:24][CH:25]([C:28]([N:29]([O:30][CH3:31])[CH3:32])=[O:33])[CH2:26][CH2:27]1)=[O:34].[CH2:36]1[O:37][CH2:38][CH2:39][CH2:40]1.[CH3:10][CH2:11][CH2:12][CH2:13][Li:14].[OH2:35].[cH:1]1[cH:2][cH:3][c:4]2[s:5][cH:6][n:7][c:8]2[cH:9]1>>[cH:1]1[cH:2][cH:3][c:4]2[s:5][c:6]([C:28]([CH:25]3[CH2:24][CH2:23][CH:22]([NH:21][C:20]([O:19][C:15]([CH3:16])([CH3:17])[CH3:18])=[O:34])[CH2:27][CH2:26]3)=[O:33])[n:7][c:8]2[cH:9]1. The reactants are Brc1ccc2nccc(-c3ccncc3)c2c1, CS(=O)(=O)c1cncc(B(O)O)c1, [Na+], O=C([O-])O, C1COCCO1. Yields the product CS(=O)(=O)c1cncc(-c2ccc3nccc(-c4ccncc4)c3c2)c1. As a reaction SMILES: [Br:1][c:2]1[cH:3][c:4]2[c:5](-[c:12]3[cH:13][cH:14][n:15][cH:16][cH:17]3)[cH:6][cH:7][n:8][c:9]2[cH:10][cH:11]1.[CH3:18][S:19](=[O:20])(=[O:21])[c:22]1[cH:23][c:24]([B:28]([OH:29])[OH:30])[cH:25][n:26][cH:27]1.[Na+:35].[O-:31][C:32]([OH:33])=[O:34].[O:36]1[CH2:37][CH2:38][O:39][CH2:40][CH2:41]1>>[c:2]1(-[c:24]2[cH:23][c:22]([S:19]([CH3:18])(=[O:20])=[O:21])[cH:27][n:26][cH:25]2)[cH:3][c:4]2[c:5](-[c:12]3[cH:13][cH:14][n:15][cH:16][cH:17]3)[cH:6][cH:7][n:8][c:9]2[cH:10][cH:11]1. Reactants: C(C)(C)(C)OC(=O)N[C@H](C(=O)N[C@H](C(=O)O)CC1=CC(=C(C=C1)OCC(=O)OC)C(=O)OC)CC1=CC=CC=C1 ((2S)-2-({(2S)-2-[(tert-butoxycarbonyl)amino]-3-phenylpropanoyl}amino)-3-[3-(methoxycarbonyl)-4-(2-methoxy-2-oxoethoxy)phenyl]propanoic acid), Cl.Cl.C(C1=CC=CC=C1)NC(CN)C1=CC=CC=C1 (N1-benzyl-1-phenyl-1,2-ethandiamine dihydrochloride). Yields the product C(C1=CC=CC=C1)NC(CNC([C@H](CC=1C=CC(=C(C(=O)O)C1)OCC(=O)O)NC([C@H](CC1=CC=CC=C1)NC(=O)OC(C)(C)C)=O)=O)C1=CC=CC=C1 (5-[(2S)3-{[2-(Benzylamino)-2-phenylethyl]amino}-2-({(2S)-2-[(tert-butoxycarbonyl)amino]-3-phenylpropanoyl}amino)-3-oxopropyl]-2-(carboxymethoxy)benzoic acid). Isolated yield 11.5%. As a reaction SMILES: [C:1]([O:5][C:6]([NH:8][C@@H:9]([CH2:34][C:35]1[CH:40]=[CH:39][CH:38]=[CH:37][CH:36]=1)[C:10]([NH:12][C@@H:13]([CH2:17][C:18]1[CH:23]=[CH:22][C:21]([O:24][CH2:25][C:26]([O:28]C)=[O:27])=[C:20]([C:30]([O:32]C)=[O:31])[CH:19]=1)[C:14](O)=[O:15])=[O:11])=[O:7])([CH3:4])([CH3:3])[CH3:2].Cl.Cl.[CH2:43]([NH:50][CH:51]([C:54]1[CH:59]=[CH:58][CH:57]=[CH:56][CH:55]=1)[CH2:52][NH2:53])[C:44]1[CH:49]=[CH:48][CH:47]=[CH:46][CH:45]=1>>[CH2:43]([NH:50][CH:51]([C:54]1[CH:59]=[CH:58][CH:57]=[CH:56][CH:55]=1)[CH2:52][NH:53][C:14](=[O:15])[C@@H:13]([NH:12][C:10](=[O:11])[C@@H:9]([NH:8][C:6]([O:5][C:1]([CH3:3])([CH3:4])[CH3:2])=[O:7])[CH2:34][C:35]1[CH:36]=[CH:37][CH:38]=[CH:39][CH:40]=1)[CH2:17][C:18]1[CH:23]=[CH:22][C:21]([O:24][CH2:25][C:26]([OH:28])=[O:27])=[C:20]([CH:19]=1)[C:30]([OH:32])=[O:31])[C:44]1[CH:45]=[CH:46][CH:47]=[CH:48][CH:49]=1 |f:1.2.3|. Procedure details: Synthesis was performed from (2S)-2-({(2S)-2-[(tert-butoxycarbonyl)amino]-3-phenylpropanoyl}amino)-3-[3-(methoxycarbonyl)-4-(2-methoxy-2-oxoethoxy)phenyl]propanoic acid (70 mg, 0.13 mmol) and N1-benzyl-1-phenyl-1,2-ethandiamine dihydrochloride (45 mg, 0.15 mmol) according to Method C with HPLC purification to give the title compound (11 mg) as a diastereomeric mixture. 1H-NMR (400 MHz, CD3OD) d 7.50 (1H), 7.45-7.03 (17H), 4.40 (m, 1H), 4.25 (m, 1H), 4.06 (m, 1H), 3.80 (s, 2H), 3.03 (m, 1H), 1.33... The reactants are C(C)OC=1C=C(C=CC1O)[C@@H](CS(=O)(=O)C)N1C(C2=CC=CC(=C2C1=O)NC(CO)=O)=O ((S)—N-{2-[1-(3-ethoxy-4-hydroxy-phenyl)-2-methanesulfonyl-ethyl]-1,3-dioxo-2,3-dihydro-1H-isoindol-4-yl}-2-hydroxy-acetamide), [Al+3].[Cl-].[Cl-].[Cl-] (AlCl3), O (water). The solvent is C(Cl)Cl (CH2Cl2). Conditions: time 1 hour. The product is OC=1C=C(C=CC1O)[C@@H](CS(=O)(=O)C)N1C(C2=CC=CC(=C2C1=O)NC(CO)=O)=O ((S)—N-{2-[1-(3,4-dihydroxy-phenyl)-2-methanesulfonyl-ethyl]-1,3-dioxo-2,3-dihydro-1H-isoindol-4-yl}-2-hydroxy-acetamide). As a reaction SMILES: C([O:3][C:4]1[CH:5]=[C:6]([C@H:11]([N:17]2[C:25](=[O:26])[C:24]3[C:19](=[CH:20][CH:21]=[CH:22][C:23]=3[NH:27][C:28](=[O:31])[CH2:29][OH:30])[C:18]2=[O:32])[CH2:12][S:13]([CH3:16])(=[O:15])=[O:14])[CH:7]=[CH:8][C:9]=1[OH:10])C.[Al+3].[Cl-].[Cl-].[Cl-].O>C(Cl)Cl>[OH:3][C:4]1[CH:5]=[C:6]([C@H:11]([N:17]2[C:25](=[O:26])[C:24]3[C:19](=[CH:20][CH:21]=[CH:22][C:23]=3[NH:27][C:28](=[O:31])[CH2:29][OH:30])[C:18]2=[O:32])[CH2:12][S:13]([CH3:16])(=[O:14])=[O:15])[CH:7]=[CH:8][C:9]=1[OH:10] |f:1.2.3.4|. Procedure details: To a stirred solution of (S)—N-{2-[1-(3-ethoxy-4-hydroxy-phenyl)-2-methanesulfonyl-ethyl]-1,3-dioxo-2,3-dihydro-1H-isoindol-4-yl}-2-hydroxy-acetamide (0.55 mmol) in anhydrous CH2Cl2 is added AlCl3 (2.20 mmol) at room temperature. After stirring for 1 hour, water is added. The product is extracted into CH2Cl2. The solvent is removed in vacuo to give crude (S)—N-{2-[1-(3,4-dihydroxy-phenyl)-2-methanesulfonyl-ethyl]-1,3-dioxo-2,3-dihydro-1H-isoindol-4-yl}-2-hydroxy-acetamide. The product is purifie... Starting materials: O=C([O-])[O-], C1CCNCC1, O=C(OCc1ccccc1)c1cc(Br)ccc1OCc1ccccc1, CCOC(C)=O, Cc1ccccc1, CC(C)c1cc(C(C)C)c(-c2ccccc2P(C2CCCCC2)C2CCCCC2)c(C(C)C)c1, [Cs+], [Cs+], CC(=O)[O-], CC(=O)[O-], O=C(C=Cc1ccccc1)C=Cc1ccccc1, O=C(C=Cc1ccccc1)C=Cc1ccccc1, O=C(C=Cc1ccccc1)C=Cc1ccccc1, O, [Pd+2], [Pd], [Pd]. The product is O=C(OCc1ccccc1)c1cc(N2CCCCC2)ccc1OCc1ccccc1. RXN SMILES: [C:7](=[O:8])([O-:9])[O-:10].[CH2:1]1[CH2:2][CH2:3][NH:4][CH2:5][CH2:6]1.[CH2:47]([c:48]1[cH:49][cH:50][cH:51][cH:52][cH:53]1)[O:54][c:55]1[c:56]([C:57](=[O:58])[O:59][CH2:60][c:61]2[cH:62][cH:63][cH:64][cH:65][cH:66]2)[cH:67][c:68]([Br:71])[cH:69][cH:70]1.[CH3:137][CH2:138][O:139][C:140](=[O:141])[CH3:142].[CH3:144][c:145]1[cH:146][cH:147][cH:148][cH:149][cH:150]1.[CH:13]1([P:14]([CH:15]2[CH2:16][CH2:17][CH2:18][CH2:19][CH2:20]2)[c:21]2[cH:22][cH:23][cH:24][cH:25][c:26]2-[c:27]2[c:28]([CH:29]([CH3:30])[CH3:31])[cH:32][c:33]([CH:34]([CH3:35])[CH3:36])[cH:37][c:38]2[CH:39]([CH3:40])[CH3:41])[CH2:42][CH2:43][CH2:44][CH2:45][CH2:46]1.[Cs+:11].[Cs+:12].[O-:129][C:130]([CH3:131])=[O:132].[O-:133][C:134]([CH3:135])=[O:136].[O:110]=[C:111]([CH:112]=[CH:113][c:114]1[cH:115][cH:116][cH:117][cH:118][cH:119]1)[CH:120]=[CH:121][c:122]1[cH:123][cH:124][cH:125][cH:126][cH:127]1.[O:74]=[C:75]([CH:76]=[CH:77][c:78]1[cH:79][cH:80][cH:81][cH:82][cH:83]1)[CH:84]=[CH:85][c:86]1[cH:87][cH:88][cH:89][cH:90][cH:91]1.[O:92]=[C:93]([CH:94]=[CH:95][c:96]1[cH:97][cH:98][cH:99][cH:100][cH:101]1)[CH:102]=[CH:103][c:104]1[cH:105][cH:106][cH:107][cH:108][cH:109]1.[OH2:143].[Pd+2:128].[Pd:72].[Pd:73]>>[CH2:1]1[CH2:2][CH2:3][N:4]([c:68]2[cH:67][c:56]([C:57](=[O:58])[O:59][CH2:60][c:61]3[cH:62][cH:63][cH:64][cH:65][cH:66]3)[c:55]([O:54][CH2:47][c:48]3[cH:49][cH:50][cH:51][cH:52][cH:53]3)[cH:70][cH:69]2)[CH2:5][CH2:6]1. Procedure details: A solution of 2-(2-chloro-4-cyano-5-methoxyphenyl)ethanol (205 mg, 0.969 mmol) DIPEA (0.846 mL, 4.84 mmol) and pyridine (0.0780 mL, 0.969 mmol) in DCM (3 mL) was treated dropwise with mesyl chloride (0.110 mL, 1.42 mmol). The reaction was stirred for 2 hours and was then diluted with DCM and washed twice with aq. citric acid, then washed with brine, and dried over sodium sulfate. Purification of the residue by flash chromatography (20-50% ethyl acetate/hexanes) afforded the title intermediate. 1... RXN SMILES: [Cl:1][C:2]1[CH:7]=[C:6]([C:8]#[N:9])[C:5]([O:10][CH3:11])=[CH:4][C:3]=1[CH2:12][CH2:13][OH:14].N1C=CC=CC=1.[S:21](Cl)([CH3:24])(=[O:23])=[O:22]>C(Cl)Cl>[CH3:24][S:21]([O:14][CH2:13][CH2:12][C:3]1[CH:4]=[C:5]([O:10][CH3:11])[C:6]([C:8]#[N:9])=[CH:7][C:2]=1[Cl:1])(=[O:23])=[O:22]. The solvent is C(Cl)Cl (DCM), C(Cl)Cl (DCM). Starting materials: ClC1=C(C=C(C(=C1)C#N)OC)CCO (2-(2-chloro-4-cyano-5-methoxyphenyl)ethanol), N1=CC=CC=C1 (pyridine), S(=O)(=O)(C)Cl (mesyl chloride). Yields the product CS(=O)(=O)OCCC1=C(C=C(C(=C1)OC)C#N)Cl (2-(2-Chloro-4-cyano-5-methoxyphenyl)ethyl methanesulfonate). Conditions: time 2 hour.